This data is from the Open Reaction Database (ORD), a public repository of structured organic reaction records. The task is: describe an organic reaction: reactants, conditions, products, and yield Reactants: ClCCOC1=NNC2=NC=NC(=C21)NC2=CC(=C(C=C2)OCC2=NC=CC=C2)Cl (3-(2-chloroethoxy)-N-[3-chloro-4-(pyridin-2-ylmethoxy)phenyl]-1H-pyrazolo[3,4-d]pyrimidin-4-amine), FC1CCNCC1 (4-fluoropiperidine). The product is ClC=1C=C(C=CC1OCC1=NC=CC=C1)NC1=C2C(=NC=N1)NN=C2OCCN2CCC(CC2)F (N-[3-chloro-4-(pyridin-2-ylmethoxy)phenyl]-3-[2-(4-fluoropiperidin-1-yl)ethoxy]-1H-pyrazolo[3,4-d]pyrimidin-4-amine). Isolated yield 38.0%. As a reaction SMILES: Cl[CH2:2][CH2:3][O:4][C:5]1[C:13]2[C:8](=[N:9][CH:10]=[N:11][C:12]=2[NH:14][C:15]2[CH:20]=[CH:19][C:18]([O:21][CH2:22][C:23]3[CH:28]=[CH:27][CH:26]=[CH:25][N:24]=3)=[C:17]([Cl:29])[CH:16]=2)[NH:7][N:6]=1.[F:30][CH:31]1[CH2:36][CH2:35][NH:34][CH2:33][CH2:32]1>>[Cl:29][C:17]1[CH:16]=[C:15]([NH:14][C:12]2[N:11]=[CH:10][N:9]=[C:8]3[NH:7][N:6]=[C:5]([O:4][CH2:3][CH2:2][N:34]4[CH2:35][CH2:36][CH:31]([F:30])[CH2:32][CH2:33]4)[C:13]=23)[CH:20]=[CH:19][C:18]=1[O:21][CH2:22][C:23]1[CH:28]=[CH:27][CH:26]=[CH:25][N:24]=1. Procedure details: The procedure described in Example 23 was repeated using 3-(2-chloroethoxy)-N-[3-chloro-4-(pyridin-2-ylmethoxy)phenyl]-1H-pyrazolo[3,4-d]pyrimidin-4-amine (prepared as described in Example 13) and 4-fluoropiperidine to give the title compound in 38% yield; NMR Spectrum: 1.68-1.72 (m, 2H), 1.78-1.87 (m, 2H), 2.41-2.44 (m, 2H), 2.62-2.66 (m, 2H), 2.81 (t, 2H), 4.42 (t, 2H), 4.65 (dm, 1H), 5.29 (s, 2H), 7.24 (d, 1H), 7.36-7.38 (m, 1H), 7.55-7.58 (m, 2H), 7.85-7.91 (m, 2H), 8.29 (s, 1H), 8.51 (s, 1H... The reactants are FC(C(=O)N1C(O[C@@H]([C@@H]1CF)C1=CC=C(C=C1)C=1C=NC(=CC1)S(=O)(=N)C)(C)C)F (2,2-difluoro-1-((4R,5R)-4-(fluoromethyl)-2,2-dimethyl-5-(4-(6-(methylsulfonimidoyl)pyridin-3-yl)phenyl)oxazolidin-3-yl)ethanone), C(=O)(C(F)(F)F)O (TFA). Run in C(Cl)Cl (DCM). Conditions: time 4 hour. Yields the product FC(C(=O)N[C@@H]([C@@H](C1=CC=C(C=C1)C=1C=NC(=CC1)S(=O)(=N)C)O)CF)F (2,2-difluoro-N-((1R,2S)-3-fluoro-1-hydroxy-1-(4-(6-(S-methylsulfonimidoyl)pyridin-3-yl)phenyl)propan-2-yl)acetamide). The yield is 74.7%. Reaction SMILES: [F:1][CH:2]([F:30])[C:3]([N:5]1[C@@H:9]([CH2:10][F:11])[C@@H:8]([C:12]2[CH:17]=[CH:16][C:15]([C:18]3[CH:19]=[N:20][C:21]([S:24]([CH3:27])(=[NH:26])=[O:25])=[CH:22][CH:23]=3)=[CH:14][CH:13]=2)[O:7]C1(C)C)=[O:4].C(O)(C(F)(F)F)=O>C(Cl)Cl>[F:30][CH:2]([F:1])[C:3]([NH:5][C@H:9]([CH2:10][F:11])[C@H:8]([OH:7])[C:12]1[CH:13]=[CH:14][C:15]([C:18]2[CH:19]=[N:20][C:21]([S:24]([CH3:27])(=[NH:26])=[O:25])=[CH:22][CH:23]=2)=[CH:16][CH:17]=1)=[O:4]. Reported procedure: To a stirred solution of 2,2-difluoro-1-((4R,5R)-4-(fluoromethyl)-2,2-dimethyl-5-(4-(6-(methylsulfonimidoyl)pyridin-3-yl)phenyl)oxazolidin-3-yl)ethanone (250 mg, 0.567 mmol) in DCM (8 mL) is added TFA (1 mL) at 0° C. The reaction mixture is allowed to stir at room temperature for 4 h. Volatiles are removed under reduced pressure and crude is diluted using aqueous sodium bicarbonate and extracted with ethyl acetate. Organic layer is dried over sodium sulphate, concentrated and purified by silica ... The product is ClC1=CC2=C(C=3CCC(NC3CC2)=O)C(=C1)Cl (8,10-dichloro-1,4,5,6-tetrahydrobenzo[f]quinolin-3-(2H)-one). Starting materials: C(C=C)(=O)N (acrylamide), C1(=CC=C(C=C1)S(=O)(=O)O)C (p-toluenesulphonic acid), ClC=1C=C2CCC(CC2=C(C1)Cl)N1CCCC1 (1-(6,8-dichloro-3,4-dihydro-2(1H)-naphthyl)pyrrolidine). Run in mixture, C(Cl)(Cl)Cl.C(C)(=O)OCC (chloroform ethyl acetate). Procedure: 16.2 g of acrylamide and 0.9 g of anhydrous p-toluenesulphonic acid were added to 30.6 g of 1-(6,8-dichloro-3,4-dihydro-2(1H)-naphthyl)pyrrolidine. The mixture was heated under nitrogen to 100° for 2 hours and to 150° for 2 hours. After cooling, the reaction mixture was stirred at room temperature in 80 ml of a mixture of chloroform-ethyl acetate (1:1). There was obtained 8,10-dichloro-1,4,5,6-tetrahydrobenzo[f]quinolin-3-(2H)-one which melts at 212°-214° after recrystallization from ethyl aceta... RXN SMILES: [C:1]([NH2:5])(=[O:4])[CH:2]=[CH2:3].C1(C)C=CC(S(O)(=O)=O)=CC=1.[Cl:17][C:18]1[CH:19]=[C:20]2[C:25](=[C:26]([Cl:28])[CH:27]=1)[CH2:24][CH:23](N1CCCC1)[CH2:22][CH2:21]2>C(Cl)(Cl)Cl.C(OCC)(=O)C>[Cl:17][C:18]1[CH:27]=[C:26]([Cl:28])[C:25]2[C:24]3[CH2:3][CH2:2][C:1](=[O:4])[NH:5][C:23]=3[CH2:22][CH2:21][C:20]=2[CH:19]=1 |f:3.4|. Starting materials: Cc1cc(Br)c2occc2c1, O=C([O-])[O-], COCCOC, COc1ccc(B(O)O)cc1, [Na+], [Na+], c1ccc(P(c2ccccc2)(c2ccccc2)[Pd](P(c2ccccc2)(c2ccccc2)c2ccccc2)(P(c2ccccc2)(c2ccccc2)c2ccccc2)P(c2ccccc2)(c2ccccc2)c2ccccc2)cc1. RXN SMILES: [Br:18][c:19]1[cH:20][c:21]([CH3:28])[cH:22][c:23]2[cH:24][cH:25][o:26][c:27]12.[C:12](=[O:13])([O-:14])[O-:15].[CH3:106][O:107][CH2:108][CH2:109][O:110][CH3:111].[CH3:1][O:2][c:3]1[cH:4][cH:5][c:6]([B:9]([OH:10])[OH:11])[cH:7][cH:8]1.[Na+:16].[Na+:17].[cH:29]1[cH:30][cH:31][c:32]([P:33]([Pd:34]([P:35]([c:36]2[cH:37][cH:38][cH:39][cH:40][cH:41]2)([c:42]2[cH:43][cH:44][cH:45][cH:46][cH:47]2)[c:48]2[cH:49][cH:50][cH:51][cH:52][cH:53]2)([P:54]([c:55]2[cH:56][cH:57][cH:58][cH:59][cH:60]2)([c:61]2[cH:62][cH:63][cH:64][cH:65][cH:66]2)[c:67]2[cH:68][cH:69][cH:70][cH:71][cH:72]2)[P:73]([c:74]2[cH:75][cH:76][cH:77][cH:78][cH:79]2)([c:80]2[cH:81][cH:82][cH:83][cH:84][cH:85]2)[c:86]2[cH:87][cH:88][cH:89][cH:90][cH:91]2)([c:92]2[cH:93][cH:94][cH:95][cH:96][cH:97]2)[c:98]2[cH:99][cH:100][cH:101][cH:102][cH:103]2)[cH:104][cH:105]1>>[CH3:1][O:2][c:3]1[cH:4][cH:5][c:6](-[c:19]2[cH:20][c:21]([CH3:28])[cH:22][c:23]3[cH:24][cH:25][o:26][c:27]23)[cH:7][cH:8]1. The product is COc1ccc(-c2cc(C)cc3ccoc23)cc1. The reactants are 23, OCCCN1C(NC2=C1C=CC(=C2)C(F)(F)F)=O (1,3-dihydro-1-(3-hydroxypropyl)-5-(trifluoromethyl)-2H-benzimidazol-2-one), S(=O)(Cl)Cl (sulfinyl chloride). Solvent: ClC(Cl)Cl (trichloromethane). Conditions: time 1 hour. The product is 14, N=1C(N=C2C1C=CC=C2)=O (2H-benzimidazol-2-one). Reaction SMILES: OCCC[N:5]1[C:9]2[CH:10]=[CH:11][C:12](C(F)(F)F)=[CH:13][C:8]=2[NH:7][C:6]1=[O:18].S(Cl)(Cl)=O>ClC(Cl)Cl>[N:5]1[C:6](=[O:18])[N:7]=[C:8]2[CH:13]=[CH:12][CH:11]=[CH:10][C:9]=12. Reported procedure: To a stirred mixture of 23 parts of 1,3-dihydro-1-(3-hydroxypropyl)-5-(trifluoromethyl)-2H-benzimidazol-2-one in 150 parts of trichloromethane are added dropwise 32 parts of sulfinyl chloride. Upon completion, the whole is heated to reflux and stirring is continued for 1 hour at a reflux temperature. After cooling, the reaction mixture is evaporated and the residue is crystallized from 2,2'-oxybispropane, yielding 14 parts (56%) of 1-(3-chloropropyl)-1,3-dihydro-5-trifluoromethyl)-2H-benzimidazo... The reactants are C(C)(C)(C)[Si](O[C@@H]1CC[C@H](CC1)N1C(N(CC=2C1=NC(=NC2)Cl)C2=C(C=C(C=C2)OC)F)=O)(C)C (1-[trans-4-(tert-butyl-dimethyl-silanyloxy)-cyclohexyl]-7-chloro-3-(2-fluoro-4-methoxy-phenyl)-3,4-dihydro-1H-pyrimido[4,5-d]pyrimidin-2-one), COC1=CC=C(C=C1)N (p-anisidine), O.C1(=CC=C(C=C1)S(=O)(=O)O)C (p-toluenesulfonic acid monohydrate). Run in CC(C)O (2-propanol). Run at temperature 160 celsius. Product: FC1=C(C=CC(=C1)OC)N1C(N(C2=NC(=NC=C2C1)NC1=CC=C(C=C1)OC)[C@@H]1CC[C@H](CC1)O)=O (3-(2-fluoro-4-methoxy-phenyl)-1-(trans-4-hydroxy-cyclohexyl)-7-(4-methoxy-phenylamino)-3,4-dihydro-1H-pyrimido[4,5-d]pyrimidin-2-one). As a reaction SMILES: C([Si](C)(C)[O:6][C@H:7]1[CH2:12][CH2:11][C@H:10]([N:13]2[C:18]3=[N:19][C:20](Cl)=[N:21][CH:22]=[C:17]3[CH2:16][N:15]([C:24]3[CH:29]=[CH:28][C:27]([O:30][CH3:31])=[CH:26][C:25]=3[F:32])[C:14]2=[O:33])[CH2:9][CH2:8]1)(C)(C)C.[CH3:36][O:37][C:38]1[CH:43]=[CH:42][C:41]([NH2:44])=[CH:40][CH:39]=1.O.C1(C)C=CC(S(O)(=O)=O)=CC=1>CC(O)C>[F:32][C:25]1[CH:26]=[C:27]([O:30][CH3:31])[CH:28]=[CH:29][C:24]=1[N:15]1[CH2:16][C:17]2[C:18](=[N:19][C:20]([NH:44][C:41]3[CH:42]=[CH:43][C:38]([O:37][CH3:36])=[CH:39][CH:40]=3)=[N:21][CH:22]=2)[N:13]([C@H:10]2[CH2:9][CH2:8][C@H:7]([OH:6])[CH2:12][CH2:11]2)[C:14]1=[O:33] |f:2.3|. Procedure: A mixture of 1-[trans-4-(tert-butyl-dimethyl-silanyloxy)-cyclohexyl]-7-chloro-3-(2-fluoro-4-methoxy-phenyl)-3,4-dihydro-1H-pyrimido[4,5-d]pyrimidin-2-one (0.20 g, 0.38 mmol) (from Example 17c supra), p-anisidine (61.5 mg, 0.50 mmol) (Aldrich) and p-toluenesulfonic acid monohydrate (95.1 mg, 0.50 mmol) (Aldrich) in 2-propanol (4 mL) was placed in a microwave reactor (SmithSynthesizer™). The reaction mixture was heated at 160° C. for 15 minutes. After cooling, it was concentrated under reduced pre... The reactants are C(C)(=O)O (acetic acid), C(C1=CC=CC=C1)Cl (benzyl chloride), C(C1=CC=CC=C1)ON1C(NCC1)=NC1=C(C=C(C=C1Cl)OC)Cl (1-(benzyloxy)-2-[(2,6-dichloro-4-methoxyphenyl)imino]imidazoline). Reagents/catalysts: [Pt]=O (platinum oxide). The solvent is C(C)O (ethanol). The product is ClC1=C(C(=CC(=C1)OC)Cl)N=C1N(CCN1)O (2-[(2,6-dichloro-4-methoxyphenyl)imino]-1-hydroxyimidazolidine). RXN SMILES: C([O:8][N:9]1[CH2:13][CH2:12][NH:11][C:10]1=[N:14][C:15]1[C:20]([Cl:21])=[CH:19][C:18]([O:22][CH3:23])=[CH:17][C:16]=1[Cl:24])C1C=CC=CC=1.C(O)(=O)C.C(Cl)C1C=CC=CC=1>C(O)C.[Pt]=O>[Cl:21][C:20]1[CH:19]=[C:18]([O:22][CH3:23])[CH:17]=[C:16]([Cl:24])[C:15]=1[N:14]=[C:10]1[NH:11][CH2:12][CH2:13][N:9]1[OH:8]. Procedure: 44.3 g of 1-(benzyloxy)-2-[(2,6-dichloro-4-methoxyphenyl)imino]imidazoline are dissolved in 350 ml of ethanol and 350 ml of acetic acid and treated with 13.8 ml of benzyl chloride. The mixture is hydrogenated in the presence of 1 g of platinum oxide under normal pressure. After completion of the hydrogen uptake, the catalyst is removed by filtration and the solution is evaporated. The residue is treated with water and washed with ether. The aqueous phase is made alkaline and extracted with ethyl...